This data is from the Open Reaction Database (ORD), a public repository of structured organic reaction records. The task is: describe an organic reaction: reactants, conditions, products, and yield The reactants are FC(C(=O)O)(F)F.N[C@@H](CO)C#C ((R)-2-aminobut-3-yn-1-ol trifluoroacetate), S=C1NC(SC1)=O (4-thioxo-1,3-thiazolidin-2-one), C(C)N(C(C)C)C(C)C (N-ethyl-N-(1-methylethyl)propan-2-amine). Run in C(C)O (ethanol). Product: OC[C@@H](C#C)NC1=NC(SC1)=O ((R)-4-[(1-hydroxybut-3-yn-2-yl)amino]thiazol-2(5H)-one). The yield is 20.1%. Reaction SMILES: FC(F)(F)C(O)=O.[NH2:8][C@H:9]([C:12]#[CH:13])[CH2:10][OH:11].S=[C:15]1[CH2:19][S:18][C:17](=[O:20])[NH:16]1.C(N(C(C)C)C(C)C)C>C(O)C>[OH:11][CH2:10][C@H:9]([NH:8][C:15]1[CH2:19][S:18][C:17](=[O:20])[N:16]=1)[C:12]#[CH:13] |f:0.1|. Reported procedure: To a solution of (R)-2-aminobut-3-yn-1-ol trifluoroacetate (601 mg) in ethanol (15 mL) were added 4-thioxo-1,3-thiazolidin-2-one (402 mg) and N-ethyl-N-(1-methylethyl)propan-2-amine (1.63 mL), and the mixture was heated under reflux overnight. The reaction mixture was concentrated under reduced pressure, the residue was purified by silica gel column chromatography (NH, methanol/ethyl acetate), and the obtained powder was washed with ethyl acetate to give the title compound (112 mg).